From a dataset of the Open Reaction Database (ORD), a public repository of structured organic reaction records. describe an organic reaction: reactants, conditions, products, and yield Reactants: C(N)([S-])=S.[NH4+] (ammonium dithiocarbamate), C(C1=CC=CC=C1)OC(=O)N1CC(C(CC1)=O)Br (1-benzyloxycarbonyl-3-bromo-4-piperidone). Run in C(C)(=O)OCC (ethyl acetate), C(C)O (ethanol). Conditions: time 8 hour. Yields the product C(C1=CC=CC=C1)OC(=O)N1CC2=C(CC1)N=C(S2)S (5-benzyloxycarbonyl-2-mercapto-4,5,6,7-tetrahydrothiazolo[5,4-c]pyridine). Yield: 26.9%. RXN SMILES: [C:1](=[S:4])([S-:3])[NH2:2].[NH4+].[CH2:6]([O:13][C:14]([N:16]1[CH2:21][CH2:20][C:19](=O)[CH:18](Br)[CH2:17]1)=[O:15])[C:7]1[CH:12]=[CH:11][CH:10]=[CH:9][CH:8]=1>C(O)C.C(OCC)(=O)C>[CH2:6]([O:13][C:14]([N:16]1[CH2:21][CH2:20][C:19]2[N:2]=[C:1]([SH:3])[S:4][C:18]=2[CH2:17]1)=[O:15])[C:7]1[CH:8]=[CH:9][CH:10]=[CH:11][CH:12]=1 |f:0.1|. Reported procedure: To a solution of ammonium dithiocarbamate (0.19 g, 1.7 mmol) in 2 mL of ethanol was added 1-benzyloxycarbonyl-3-bromo-4-piperidone (0.53 g, 1.7 mol). The reaction was stirred at rt overnight. The next morning the reaction was heated at 75° C. for 2 h. The reaction was diluted with ethyl acetate and washed with saturated sodium bicarbonate, water (2X) and then brine. The solvent was removed under reduced pressure and the product subjected to flash chromatography (2:1 hexane/ethyl acetate). Crysta... The reactants are FC(F)(F)Sc1ccc(Br)cc1, C#CCO, Cl, [Cu]I, C1CCC2=NCCCN2CC1, C1CCOC1, c1ccc(P(c2ccccc2)(c2ccccc2)[Pd](P(c2ccccc2)(c2ccccc2)c2ccccc2)(P(c2ccccc2)(c2ccccc2)c2ccccc2)P(c2ccccc2)(c2ccccc2)c2ccccc2)cc1. The product is OCC#Cc1ccc(SC(F)(F)F)cc1. Reaction SMILES: [Br:1][c:2]1[cH:3][cH:4][c:5]([S:8][C:9]([F:10])([F:11])[F:12])[cH:6][cH:7]1.[CH2:24]([C:25]#[CH:26])[OH:27].[ClH:28].[Cu:34][I:35].[N:13]12[CH2:14][CH2:15][CH2:16][N:17]=[C:18]1[CH2:19][CH2:20][CH2:21][CH2:22][CH2:23]2.[O:29]1[CH2:30][CH2:31][CH2:32][CH2:33]1.[cH:36]1[cH:37][cH:38][c:39]([P:40]([Pd:41]([P:42]([c:43]2[cH:44][cH:45][cH:46][cH:47][cH:48]2)([c:49]2[cH:50][cH:51][cH:52][cH:53][cH:54]2)[c:55]2[cH:56][cH:57][cH:58][cH:59][cH:60]2)([P:61]([c:62]2[cH:63][cH:64][cH:65][cH:66][cH:67]2)([c:68]2[cH:69][cH:70][cH:71][cH:72][cH:73]2)[c:74]2[cH:75][cH:76][cH:77][cH:78][cH:79]2)[P:80]([c:81]2[cH:82][cH:83][cH:84][cH:85][cH:86]2)([c:87]2[cH:88][cH:89][cH:90][cH:91][cH:92]2)[c:93]2[cH:94][cH:95][cH:96][cH:97][cH:98]2)([c:99]2[cH:100][cH:101][cH:102][cH:103][cH:104]2)[c:105]2[cH:106][cH:107][cH:108][cH:109][cH:110]2)[cH:111][cH:112]1>>[c:2]1([C:26]#[C:25][CH2:24][OH:27])[cH:3][cH:4][c:5]([S:8][C:9]([F:10])([F:11])[F:12])[cH:6][cH:7]1. Starting materials: O (Water), [OH-].[Na+] (sodium hydroxide), BrC1=CC=C(C=C1)C(N=C=O)Cl (1-bromo-4-(chloro(isocyanato)methyl)benzene), O=C1C=C(CC(C1)C(=O)O)NC1=CC(=CC=C1)C(F)(F)F (5-oxo-3-(3-(trifluoromethyl)phenyl-amino)cyclohex-3-enecarboxylic acid), O=C1C=C(CC(C1)C(=O)O)NC1=CC(=CC=C1)C(F)(F)F (5-oxo-3-(3-(trifluoromethyl)phenyl-amino)cyclohex-3-enecarboxylic acid). Run in ClCCl (dichloromethane), ClCCl (dichloromethane). The product is BrC1=CC=C(C=C1)C1NC(N(C=2CC(CC(C12)=O)C(=O)O)C1=CC(=CC=C1)C(F)(F)F)=O (4-(4-Bromophenyl)-2,5-dioxo-1-(3-(trifluoromethyl)phenyl)-1,2,3,4,5,6,7,8-octahydroquinazoline-7-carboxylic acid). Reaction SMILES: [Br:1][C:2]1[CH:7]=[CH:6][C:5]([CH:8](Cl)[N:9]=[C:10]=[O:11])=[CH:4][CH:3]=1.[O:13]=[C:14]1[CH2:19][CH:18]([C:20]([OH:22])=[O:21])[CH2:17][C:16]([NH:23][C:24]2[CH:29]=[CH:28][CH:27]=[C:26]([C:30]([F:33])([F:32])[F:31])[CH:25]=2)=[CH:15]1.O.[OH-].[Na+]>ClCCl>[Br:1][C:2]1[CH:7]=[CH:6][C:5]([CH:8]2[C:15]3[C:14](=[O:13])[CH2:19][CH:18]([C:20]([OH:22])=[O:21])[CH2:17][C:16]=3[N:23]([C:24]3[CH:29]=[CH:28][CH:27]=[C:26]([C:30]([F:31])([F:32])[F:33])[CH:25]=3)[C:10](=[O:11])[NH:9]2)=[CH:4][CH:3]=1 |f:3.4|. Procedure details: A solution of 1-bromo-4-(chloro(isocyanato)methyl)benzene (1.07 g, 4.34 mmol) in dichloromethane (5 mL) is added to a solution of 5-oxo-3-(3-(trifluoromethyl)phenyl-amino)cyclohex-3-enecarboxylic acid (intermediate 22, 1.30 g, 4.34 mmol) in dichloromethane (15 mL) and the mixture is heated at reflux for 3 h. Water and aqueous sodium hydroxide solution are added and the mixture is washed with diethyl ether. The organic layer is discarded and the aqueous layer is acidified with aqueous hydrogen ch... Starting materials: BrC1=CC=C(C=C1)N1N=CN=N1 (2-(4-bromophenyl)tetrazole), B(O)(O)C1=CC=C(C(=O)O)C=C1 (4-boronobenzoic acid), ClC1=C(C=C(C=C1)[N+](=O)[O-])O (2-chloro-5-nitrophenol). Yields the product N=1N(N=NC1)C1=CC=C(C=C1)C1=CC=C(C=C1)C(=O)O (4'-(Tetrazol-2-yl)-1,1'-biphenyl-4-carboxylic acid). As a reaction SMILES: Br[C:2]1[CH:7]=[CH:6][C:5]([N:8]2[N:12]=[N:11][CH:10]=[N:9]2)=[CH:4][CH:3]=1.B([C:16]1[CH:24]=[CH:23][C:19]([C:20]([OH:22])=[O:21])=[CH:18][CH:17]=1)(O)O.ClC1C=CC([N+]([O-])=O)=CC=1O>>[N:9]1[N:8]([C:5]2[CH:6]=[CH:7][C:2]([C:16]3[CH:24]=[CH:23][C:19]([C:20]([OH:22])=[O:21])=[CH:18][CH:17]=3)=[CH:3][CH:4]=2)[N:12]=[N:11][CH:10]=1. Procedure: The title compound was prepared from 2-(4-bromophenyl)tetrazole (D72, 0.2 g) and 4-boronobenzoic acid (0.15 g) as described in Description 15 (0.17 g, 72%).